This data is from the Open Reaction Database (ORD), a public repository of structured organic reaction records. The task is: describe an organic reaction: reactants, conditions, products, and yield Reaction SMILES: [C:1]([C@H:4]1[CH2:12][CH2:11][C@H:10]2[C@H:13]3[C@H:23]([CH2:24][CH2:25][C@:5]12[CH2:6][C:7]([OH:9])=[O:8])[C@:21]1([CH3:22])[C:16](=[CH:17][C:18](=[O:26])[CH2:19][CH2:20]1)[N:15]([C:27]([CH3:30])([CH3:29])[CH3:28])[CH2:14]3)(O)=[O:2].[C:31]([NH2:35])([CH3:34])([CH3:33])[CH3:32]>>[C:31]([NH:35][C:1]([C@H:4]1[CH2:12][CH2:11][C@H:10]2[C@H:13]3[C@H:23]([CH2:24][CH2:25][C@:5]12[CH2:6][C:7]([OH:9])=[O:8])[C@:21]1([CH3:22])[C:16](=[CH:17][C:18](=[O:26])[CH2:19][CH2:20]1)[N:15]([C:27]([CH3:30])([CH3:29])[CH3:28])[CH2:14]3)=[O:2])([CH3:34])([CH3:33])[CH3:32]. Reactants: C(=O)(O)[C@@H]1[C@]2(CC(=O)O)[C@@H](CC1)[C@@H]1CN(C3=CC(CC[C@]3(C)[C@H]1CC2)=O)C(C)(C)C (17β-carboxy-6-t-butylcarboxy-6-azaandrost-4-en-3-one), C(C)(C)(C)N (t-butyl amine). Procedure: A sample of 17β-carboxy-6-t-butylcarboxy-6-azaandrost-4-en-3-one (2.03 g, 4.86 mmol), from part F, is coupled with t-butyl amine as described in Example 1, part A, to give crude 17β-N-t-butylcarbamoyl-6-t-butylcarboxy-6-azaandrost-4-en-3-one which is dissolved in methylene chloride (30 mL) and treated with trifluoroacetic acid (4 mL) at room temperature. After 3 hrs the reaction is concentrated, methylene chloride (50 mL) and saturated aqueous bicarbonate (50 mL) added, the layers separated, met... Yields the product C(C)(C)(C)NC(=O)[C@@H]1[C@]2(CC(=O)O)[C@@H](CC1)[C@@H]1CN(C3=CC(CC[C@]3(C)[C@H]1CC2)=O)C(C)(C)C (17β-N-t-butylcarbamoyl-6-t-butylcarboxy-6-azaandrost-4-en-3-one). Reactants: OCC=1C=C(C(=O)OC(C)(C)C)C=C(C1)OS(=O)(=O)C (tert-butyl 3-(hydroxymethyl)-5-[(methylsulfonyl)oxy]benzoate), C1(=CC=CC=C1)P(C1=CC=CC=C1)C1=CC=CC=C1 (triphenylphosphine), C(Br)(Br)(Br)Br (carbon tetrabromide). The solvent is C(Cl)Cl (DCM). Run at time 2 hour. The product is BrCC=1C=C(C(=O)OC(C)(C)C)C=C(C1)OS(=O)(=O)C (tert-butyl 3-(bromomethyl)-5-[(methylsulfonyl)oxy]benzoate). Isolated yield 61.2%. Reaction SMILES: O[CH2:2][C:3]1[CH:4]=[C:5]([CH:13]=[C:14]([O:16][S:17]([CH3:20])(=[O:19])=[O:18])[CH:15]=1)[C:6]([O:8][C:9]([CH3:12])([CH3:11])[CH3:10])=[O:7].C1(P(C2C=CC=CC=2)C2C=CC=CC=2)C=CC=CC=1.C(Br)(Br)(Br)[Br:41]>C(Cl)Cl>[Br:41][CH2:2][C:3]1[CH:4]=[C:5]([CH:13]=[C:14]([O:16][S:17]([CH3:20])(=[O:19])=[O:18])[CH:15]=1)[C:6]([O:8][C:9]([CH3:12])([CH3:11])[CH3:10])=[O:7]. Procedure: To a solution of tert-butyl 3-(hydroxymethyl)-5-[(methylsulfonyl)oxy]benzoate (0.284 g, 0.939 mmol) in DCM (5 mL) was added triphenylphosphine (0.370 g, 1.41 mmol) and carbon tetrabromide (0.467 g, 1.41 mmol). After 2 hours, reaction mixture was concentrated in vacuo and purified by flash chromatography (25 g silica, 0-20% EtOAc/hexanes) to give 0.21 g (61%) of tert-butyl 3-(bromomethyl)-5-[(methylsulfonyl)oxy]benzoate. 1H NMR (400 MHz, CDCl3) δ 7.96 (s, 1H), 7.78 (s, 1H), 7.51 (s, 1H), 4.50 (s,... Starting materials: C1(CCCCC1)P(C1=C(C=CC=C1)C1=C(C=C(C=C1C(C)C)C(C)C)C(C)C)C1CCCCC1 (dicyclohexyl(2′,4′,6′-triisopropylbiphenyl-2-yl)phosphine), BrC=1C=NN2C1N=C(C=C2)N2C(OC[C@@H]2CC)=O ((S)-3-(3-bromopyrazolo[1,5-a]pyrimidin-5-yl)-4-ethyloxazolidin-2-one), CC1(OB(OC1(C)C)C1=CC=C(C=C1)C1=NN(C=N1)COCC[Si](C)(C)C)C (3-(4-(4,4,5,5-tetramethyl-1,3,2-dioxaborolan-2-yl)phenyl)-1-((2-(trimethylsilyl)ethoxy)methyl)-1H-1,2,4-triazole), C(=O)([O-])[O-].[Na+].[Na+] (Na2CO3). Reagents/catalysts: C=1C=CC(=CC1)/C=C/C(=O)/C=C/C2=CC=CC=C2.C=1C=CC(=CC1)/C=C/C(=O)/C=C/C2=CC=CC=C2.C=1C=CC(=CC1)/C=C/C(=O)/C=C/C2=CC=CC=C2.[Pd].[Pd] (Pd2 dba3). Solvent: O1CCOCC1 (dioxane). Run at temperature 90 celsius. The product is C(C)[C@@H]1N(C(OC1)=O)C1=NC=2N(C=C1)N=CC2C2=CC=C(C=C2)C2=NN(C=N2)COCC[Si](C)(C)C ((S)-4-ethyl-3-(3-(4-(1-((2-(trimethylsilyl)ethoxy)methyl)-1H-1,2,4-triazol-3-yl)phenyl)pyrazolo[1,5-a]pyrimidin-5-yl)oxazolidin-2-one). Isolated yield 46.8%. Reaction SMILES: Br[C:2]1[CH:3]=[N:4][N:5]2[CH:10]=[CH:9][C:8]([N:11]3[C@@H:15]([CH2:16][CH3:17])[CH2:14][O:13][C:12]3=[O:18])=[N:7][C:6]=12.CC1(C)C(C)(C)OB([C:27]2[CH:32]=[CH:31][C:30]([C:33]3[N:37]=[CH:36][N:35]([CH2:38][O:39][CH2:40][CH2:41][Si:42]([CH3:45])([CH3:44])[CH3:43])[N:34]=3)=[CH:29][CH:28]=2)O1.C([O-])([O-])=O.[Na+].[Na+].C1(P(C2CCCCC2)C2C=CC=CC=2C2C(C(C)C)=CC(C(C)C)=CC=2C(C)C)CCCCC1>O1CCOCC1.C1C=CC(/C=C/C(/C=C/C2C=CC=CC=2)=O)=CC=1.C1C=CC(/C=C/C(/C=C/C2C=CC=CC=2)=O)=CC=1.C1C=CC(/C=C/C(/C=C/C2C=CC=CC=2)=O)=CC=1.[Pd].[Pd]>[CH2:16]([C@H:15]1[CH2:14][O:13][C:12](=[O:18])[N:11]1[C:8]1[CH:9]=[CH:10][N:5]2[N:4]=[CH:3][C:2]([C:27]3[CH:28]=[CH:29][C:30]([C:33]4[N:37]=[CH:36][N:35]([CH2:38][O:39][CH2:40][CH2:41][Si:42]([CH3:45])([CH3:44])[CH3:43])[N:34]=4)=[CH:31][CH:32]=3)=[C:6]2[N:7]=1)[CH3:17] |f:2.3.4,7.8.9.10.11|. Procedure: To a sealed tube was added (S)-3-(3-bromopyrazolo[1,5-a]pyrimidin-5-yl)-4-ethyloxazolidin-2-one (0.100 g, 0.321 mmol), 3-(4-(4,4,5,5-tetramethyl-1,3,2-dioxaborolan-2-yl)phenyl)-1-((2-(trimethylsilyl)ethoxy)methyl)-1H-1,2,4-triazole (0.168 g, 0.418 mmol) and 2.0 M Na2CO3 (0.482 mL, 0.964 mmol) in dioxane (1.6 mL). The mixture was degassed by bubbling N2 through the solution. Pd2 dba3 (0.0147 g, 0.0161 mmol), and dicyclohexyl(2′,4′,6′-triisopropylbiphenyl-2-yl)phosphine (0.0153 g, 0.0321 mmol) wer... Reactants: OC1=CC=C(C=C1)S(=O)(=O)C1=C(OC2=C1C=CC=C2)C2=CC=CC=C2 (3-(4-hydroxyphenylsulfonyl)-2-phenylbenzofuran), C([O-])([O-])=O.[K+].[K+] (potassium carbonate), BrCCCBr (1,3-dibromopropane), BrCCCBr (1,3-dibromopropane), C([O-])([O-])=O.[K+].[K+] (potassium carbonate), C(CCC)NCCCC (di-n-butylamine). Run in CC(=O)C (acetone), C(C)O (ethanol), CC(=O)C (acetone), C(C)O (ethanol). Product: C(CCC)N(CCCOC1=CC=C(C=C1)S(=O)(=O)C1=C(OC2=C1C=CC=C2)C2=CC=CC=C2)CCCC (3-[4-(3-Di-n-butylaminopropoxy)phenylsulfonyl]-2-phenylbenzofuran). RXN SMILES: [OH:1][C:2]1[CH:7]=[CH:6][C:5]([S:8]([C:11]2[C:15]3[CH:16]=[CH:17][CH:18]=[CH:19][C:14]=3[O:13][C:12]=2[C:20]2[CH:25]=[CH:24][CH:23]=[CH:22][CH:21]=2)(=[O:10])=[O:9])=[CH:4][CH:3]=1.Br[CH2:27][CH2:28][CH2:29]Br.C(=O)([O-])[O-].[K+].[K+].[CH2:37]([NH:41][CH2:42][CH2:43][CH2:44][CH3:45])[CH2:38][CH2:39][CH3:40]>C(O)C.CC(C)=O>[CH2:37]([N:41]([CH2:42][CH2:43][CH2:44][CH3:45])[CH2:27][CH2:28][CH2:29][O:1][C:2]1[CH:3]=[CH:4][C:5]([S:8]([C:11]2[C:15]3[CH:16]=[CH:17][CH:18]=[CH:19][C:14]=3[O:13][C:12]=2[C:20]2[CH:21]=[CH:22][CH:23]=[CH:24][CH:25]=2)(=[O:10])=[O:9])=[CH:6][CH:7]=1)[CH2:38][CH2:39][CH3:40] |f:2.3.4|. Reported procedure: To a solution of 0.85 g. (0.0024 mol.) of 3-(4-hydroxyphenylsulfonyl)-2-phenylbenzofuran in 25 ml. of dry acetone was added 0.96 g. (0.0048 mol.) of 1,3-dibromopropane and 0.66 g. (0.0048 mol.) of potassium carbonate. The mixture was refluxed for ca. 12 hours, then an additional 0.4 g. of 1,3-dibromopropane, 0.3 g. of potassium carbonate and 25 ml. of dry acetone were added and the mixture was refluxed for 5 hours. The reaction mixture was filtered and the solvent was removed in vacuo to give a ... Reactants: N1[C@H](CO)CCC1 (L-prolinol), C(C)(=O)[O-].[Na+] (sodium acetate), BrC(C(=O)Cl)CC(C)C ((±)-2-bromo-4-methyl-pentanoyl chloride). Solvent: CC(=O)C (acetone), O (water), CC(=O)C (acetone). Run at time 2 hour. The product is BrC(C(=O)N1[C@@H](CCC1)CO)CC(C)C ((2S)-1-(2-bromo-4-methyl-1-oxopentyl)2-pyrrolidinemethanol). RXN SMILES: [Br:1][CH:2]([CH2:6][CH:7]([CH3:9])[CH3:8])[C:3](Cl)=[O:4].[NH:10]1[CH2:16][CH2:15][CH2:14][C@H:11]1[CH2:12][OH:13].C([O-])(=O)C.[Na+]>CC(C)=O.O>[Br:1][CH:2]([CH2:6][CH:7]([CH3:9])[CH3:8])[C:3]([N:10]1[CH2:16][CH2:15][CH2:14][C@H:11]1[CH2:12][OH:13])=[O:4] |f:2.3|. Procedure details: A solution of (±)-2-bromo-4-methyl-pentanoyl chloride, 21 g (0.099 mol), in 25 ml of acetone is added dropwise with stirring to a solution of 10 g (0.099 mol) of L-prolinol and 16.2 g (0.197 mol) of sodium acetate in a mixture of 150 ml of acetone and 75 ml of water at 0°-5° C. The mixture is stirred and allowed to reach room temperature over two hours, the solvent is evaporated in vacuo and the residue is suspended in 300 ml of chloroform and washed with water, 2×300 ml. The chloroform layer is... The product is NCCN1C(N(C2=C1C=C(C=C2)S(=O)C)C(=O)C2C(CCC(C2)C)C(C)C)=O (3-(2-Amino-ethyl)-1-(2-isopropyl-5-methyl-cyclohexanecarbonyl)-5-methylsulfinyl-1,3-dihydro-benzoimidazol-2-one). Reactants: NCCN1C(N(C2=C1C=C(C=C2)SC)C(=O)C2C(CCC(C2)C)C(C)C)=O (3-(2-Amino-ethyl)-1-(2-isopropyl-5-methyl-cyclohexanecarbonyl)-5-methylsulfanyl-1,3-dihydro-benzoimidazol-2-one), NCCN1C(N(C2=C1C=C(C=C2)SC)C(=O)C2C(CCC(C2)C)C(C)C)=O (3-(2-Amino-ethyl)-1-(2-isopropyl-5-methyl-cyclohexanecarbonyl)-5-methylsulfanyl-1,3-dihydro-benzoimidazol-2-one), C(=O)(C(F)(F)F)O.CS(=O)C (TFA DMSO). Reported procedure: A 10 mL reaction flask was charged with 3-(2-Amino-ethyl)-1-(2-isopropyl-5-methyl-cyclohexanecarbonyl)-5-methylsulfanyl-1,3-dihydro-benzoimidazol-2-one (Compound #42, 300 mg) and 1% TFA/DMSO (1 mL). Oxygen was bubbled through the reaction mixture for 20 min and sealed. The reaction mixture was stirred for 18 h and crude product was purified by preparative HPLC (Ultro 120 (10 um) C18Q) using a 40-60% acetonitrile/H2O (with 0.1% TFA) gradient. The pure fractions were combined, concentrated and lyo... Conditions: time 18 hour. Reaction SMILES: [NH2:1][CH2:2][CH2:3][N:4]1[C:8]2[CH:9]=[C:10]([S:13][CH3:14])[CH:11]=[CH:12][C:7]=2[N:6]([C:15]([CH:17]2[CH2:22][CH:21]([CH3:23])[CH2:20][CH2:19][CH:18]2[CH:24]([CH3:26])[CH3:25])=[O:16])[C:5]1=[O:27].C(O)(C(F)(F)F)=[O:29].CS(C)=O>>[NH2:1][CH2:2][CH2:3][N:4]1[C:8]2[CH:9]=[C:10]([S:13]([CH3:14])=[O:29])[CH:11]=[CH:12][C:7]=2[N:6]([C:15]([CH:17]2[CH2:22][CH:21]([CH3:23])[CH2:20][CH2:19][CH:18]2[CH:24]([CH3:26])[CH3:25])=[O:16])[C:5]1=[O:27] |f:1.2|. The reactants are BrC1=CC(=C(C=C1)S(=O)(=O)NC1=C(C=CC(=C1)N1C[C@H](N[C@H](C1)C)C)OC)F (4-bromo-N-[5-(cis-3,5-dimethyl-1-piperazinyl)-2-(methyloxy)phenyl]-2-fluorobenzenesulfonamide), O1C(=CC=C1)B(O)O (2-furanylboronic acid), CC(C)([O-])C.[K+] (potassium tert-butoxide). The reagents and catalysts are C=1C=CC(=CC1)[P](C=2C=CC=CC2)(C=3C=CC=CC3)[Pd]([P](C=4C=CC=CC4)(C=5C=CC=CC5)C=6C=CC=CC6)([P](C=7C=CC=CC7)(C=8C=CC=CC8)C=9C=CC=CC9)[P](C=1C=CC=CC1)(C=1C=CC=CC1)C=1C=CC=CC1 (tetrakis(triphenylphosphine)palladium(0)). Solvent: COCCOC (DME), O (water). Run at temperature 100 celsius, time 30 minute. The product is C[C@@H]1CN(C[C@@H](N1)C)C=1C=CC(=C(C1)NS(=O)(=O)C1=C(C=C(C=C1)C=1OC=CC1)F)OC (N-[5-(cis-3,5-Dimethyl-1-piperazinyl)-2-(methyloxy)phenyl]-2-fluoro-4-(2-furanyl)benzenesulfonamide). Reaction SMILES: Br[C:2]1[CH:7]=[CH:6][C:5]([S:8]([NH:11][C:12]2[CH:17]=[C:16]([N:18]3[CH2:23][C@H:22]([CH3:24])[NH:21][C@H:20]([CH3:25])[CH2:19]3)[CH:15]=[CH:14][C:13]=2[O:26][CH3:27])(=[O:10])=[O:9])=[C:4]([F:28])[CH:3]=1.[O:29]1[CH:33]=[CH:32][CH:31]=[C:30]1B(O)O.CC(C)([O-])C.[K+]>COCCOC.O.C1C=CC([P]([Pd]([P](C2C=CC=CC=2)(C2C=CC=CC=2)C2C=CC=CC=2)([P](C2C=CC=CC=2)(C2C=CC=CC=2)C2C=CC=CC=2)[P](C2C=CC=CC=2)(C2C=CC=CC=2)C2C=CC=CC=2)(C2C=CC=CC=2)C2C=CC=CC=2)=CC=1>[CH3:25][C@H:20]1[NH:21][C@@H:22]([CH3:24])[CH2:23][N:18]([C:16]2[CH:15]=[CH:14][C:13]([O:26][CH3:27])=[C:12]([NH:11][S:8]([C:5]3[CH:6]=[CH:7][C:2]([C:30]4[O:29][CH:33]=[CH:32][CH:31]=4)=[CH:3][C:4]=3[F:28])(=[O:10])=[O:9])[CH:17]=2)[CH2:19]1 |f:2.3,^1:53,55,74,93|. Procedure details: To a mixture of 4-bromo-N-[5-(cis-3,5-dimethyl-1-piperazinyl)-2-(methyloxy)phenyl]-2-fluorobenzenesulfonamide (E103) (100 mg, 0.21 mmol) and 2-furanylboronic acid (50 mg, 0.42 mmol) in DME (3 ml) was added potassium tert-butoxide (220 mg, 1.96 mmol) and tetrakis(triphenylphosphine)palladium(0) (15 mg, 0.01 mmol) in water (1 ml) and the resulting mixture stirred in a microwave (set at high absorbance) at 100° C. for 30 minutes. The resulting mixture was then evaporated in vacuo and purified using...